From a dataset of the Open Reaction Database (ORD), a public repository of structured organic reaction records. describe an organic reaction: reactants, conditions, products, and yield The product is COc1cc(C(Nc2ccc(C(=N)N)cc2)c2nn(-c3ccsc3C(=O)O)c(=O)[nH]2)c(F)c2c1OCC2. Starting materials: COc1cc(C(Nc2ccc(C(=N)N)cc2)c2nn(-c3ccsc3C(=O)O)c(=O)[nH]2)c(F)c2c1OCCO2, COC(=O)N=C(SC)C(=Nc1ccc(C#N)cc1)c1cc(OC)c2c(c1F)CCO2. Reaction SMILES: [C:1]([NH2:2])(=[NH:3])[c:4]1[cH:5][cH:6][c:7]([NH:10][CH:11]([c:12]2[n:13][n:14](-[c:18]3[c:19]([C:23](=[O:24])[OH:25])[s:20][cH:21][cH:22]3)[c:15](=[O:17])[nH:16]2)[c:26]2[c:27]([F:38])[c:28]3[c:29]([c:34]([O:36][CH3:37])[cH:35]2)[O:30][CH2:31][CH2:32][O:33]3)[cH:8][cH:9]1.[CH3:39][O:40][C:41](=[O:42])[N:43]=[C:44]([S:45][CH3:46])[C:47](=[N:48][c:49]1[cH:50][cH:51][c:52]([C:53]#[N:54])[cH:55][cH:56]1)[c:57]1[cH:58][c:59]([O:60][CH3:61])[c:62]2[c:66]([c:67]1[F:68])[CH2:65][CH2:64][O:63]2>>[C:1]([NH2:2])(=[NH:3])[c:4]1[cH:5][cH:6][c:7]([NH:10][CH:11]([c:12]2[n:13][n:14](-[c:18]3[c:19]([C:23](=[O:24])[OH:25])[s:20][cH:21][cH:22]3)[c:15](=[O:17])[nH:16]2)[c:26]2[c:27]([F:38])[c:28]3[c:29]([c:34]([O:36][CH3:37])[cH:35]2)[O:30][CH2:31][CH2:32]3)[cH:8][cH:9]1.